Task: describe an organic reaction: reactants, conditions, products, and yield. Dataset: the Open Reaction Database (ORD), a public repository of structured organic reaction records The reactants are [Br-], Br, CC(=O)O, O=N[O-], COc1cc([N+](=O)[O-])c(C)cc1N, [Na+], O. Yields the product COc1cc([N+](=O)[O-])c(C)cc1Br. As a reaction SMILES: [Br-:19].[BrH:14].[CH3:21][C:22](=[O:23])[OH:24].[N:15]([O-:16])=[O:17].[NH2:1][c:2]1[cH:3][c:4]([CH3:13])[c:5]([N+:10](=[O:11])[O-:12])[cH:6][c:7]1[O:8][CH3:9].[Na+:18].[OH2:20]>>[c:2]1([Br:14])[cH:3][c:4]([CH3:13])[c:5]([N+:10](=[O:11])[O-:12])[cH:6][c:7]1[O:8][CH3:9]. Starting materials: C(C)OC(\C=C\[C@@H]1CC[C@H](CC1)CCN(C)C(=O)OC(C)(C)C)=O (trans-3-{4-[2-(tert-butoxycarbonyl-methyl-amino)-ethyl]-cyclohexyl}-(E)-acrylic acid ethyl ester). The reagents and catalysts are [Pd] (palladium). The solvent is CO (methanol). Run at time 20 hour. Yields the product C(C)OC(CC[C@@H]1CC[C@H](CC1)CCN(C)C(=O)OC(C)(C)C)=O (trans-3-{4-[2-(tert-butoxycarbonyl-methyl-amino)-ethyl]-cyclohexyl}-propionic acid ethyl ester). Yield: 96.0%. As a reaction SMILES: [CH2:1]([O:3][C:4](=[O:24])/[CH:5]=[CH:6]/[C@H:7]1[CH2:12][CH2:11][C@H:10]([CH2:13][CH2:14][N:15]([C:17]([O:19][C:20]([CH3:23])([CH3:22])[CH3:21])=[O:18])[CH3:16])[CH2:9][CH2:8]1)[CH3:2]>CO.[Pd]>[CH2:1]([O:3][C:4](=[O:24])[CH2:5][CH2:6][C@H:7]1[CH2:12][CH2:11][C@H:10]([CH2:13][CH2:14][N:15]([C:17]([O:19][C:20]([CH3:23])([CH3:22])[CH3:21])=[O:18])[CH3:16])[CH2:9][CH2:8]1)[CH3:2]. Procedure: A suspension of 3.8 g (11.2 mmol) trans-3-{4-[2-(tert-butoxycarbonyl-methyl-amino)-ethyl]-cyclohexyl}-(E)-acrylic acid ethyl ester and 400 mg of palladium (10% on carbon) in 40 ml of methanol was stirred for 20 hours at room temperature under a hydrogen atmosphere. The catalyst was removed by filtration and the solvent evaporated under reduced pressure to give 3.67 g of crude trans-3-{4-[2-(tert-butoxycarbonyl-methyl-amino)-ethyl]-cyclohexyl}-propionic acid ethyl ester as colorless viscous oil, ... Reactants: C=CCc1ccc(OCC(C)O)c2c(=O)cc(C(=O)OCC)oc12, CCO, [H][H]. Product: CCCc1ccc(OCC(C)O)c2c(=O)cc(C(=O)OCC)oc12. RXN SMILES: [CH2:1]([CH:2]=[CH2:3])[c:4]1[cH:5][cH:6][c:7]([O:20][CH2:21][CH:22]([CH3:23])[OH:24])[c:8]2[c:9](=[O:19])[cH:10][c:11]([C:14](=[O:15])[O:16][CH2:17][CH3:18])[o:12][c:13]12.[CH3:27][CH2:28][OH:29].[H:25][H:26]>>[CH2:1]([CH2:2][CH3:3])[c:4]1[cH:5][cH:6][c:7]([O:20][CH2:21][CH:22]([CH3:23])[OH:24])[c:8]2[c:9](=[O:19])[cH:10][c:11]([C:14](=[O:15])[O:16][CH2:17][CH3:18])[o:12][c:13]12. Solvent: CN(C=O)C (N,N-dimethylformamide). Reaction SMILES: O[CH2:2][C:3]1[N:4]=[CH:5][C:6]2[NH:7][C:8]3[C:13]([C:14]=2[CH:15]=1)=[CH:12][CH:11]=[CH:10][CH:9]=3.[I-].[Na+].Cl[Si](C)(C)C.C(O)(=O)C>CN(C)C=O.[Zn]>[CH3:2][C:3]1[N:4]=[CH:5][C:6]2[NH:7][C:8]3[C:13]([C:14]=2[CH:15]=1)=[CH:12][CH:11]=[CH:10][CH:9]=3 |f:1.2|. The reactants are C(C)(=O)O (acetic acid), OCC=1N=CC=2NC3=CC=CC=C3C2C1 (3-hydroxymethyl-β-carboline), [I-].[Na+] (sodium iodide), Cl[Si](C)(C)C (chlorotrimethylsilane). Procedure details: 2 g of 3-hydroxymethyl-β-carboline, 3.7 g of sodium iodide and 2.5 ml of chlorotrimethylsilane are stirred in 50 ml of N,N-dimethylformamide at a bath temperature of 35° C. for 4 hours. 3 g of zinc powder and 10 ml of glacial acetic acid are added to the resulting yellow suspension and stirred for another 18 hours at 80° C. The reaction mixture is allowed to clarify on Celite and the filtrate is concentrated under vacuum. The resulting oil is chromatographed on silica gel (methylene chloride/eth... The product is CC=1N=CC=2NC3=CC=CC=C3C2C1 (3-methyl-β-carboline). Conditions: temperature 80 celsius, time 18 hour. The reagents and catalysts are [Zn] (zinc). Reactants: CN(C)C=O, CC(C)(C)c1nc(C(=O)O)nc(C(C)(C)C)c1O, CNOC, CN1CCCCC1, O=C(Cl)C(=O)Cl, ClCCl, Cl. The product is CON(C)C(=O)c1nc(C(C)(C)C)c(O)c(C(C)(C)C)n1. RXN SMILES: [CH3:19][N:20]([CH3:21])[CH:22]=[O:23].[CH3:1][C:2]([CH3:3])([CH3:4])[c:5]1[n:6][c:7]([C:16](=[O:17])[OH:18])[n:8][c:9]([C:12]([CH3:13])([CH3:14])[CH3:15])[c:10]1[OH:11].[CH3:31][NH:32][O:33][CH3:34].[CH3:35][N:36]1[CH2:37][CH2:38][CH2:39][CH2:40][CH2:41]1.[Cl:24][C:25]([C:26]([Cl:27])=[O:28])=[O:29].[Cl:42][CH2:43][Cl:44].[ClH:30]>>[CH3:1][C:2]([CH3:3])([CH3:4])[c:5]1[n:6][c:7]([C:16](=[O:17])[N:32]([CH3:31])[O:33][CH3:34])[n:8][c:9]([C:12]([CH3:13])([CH3:14])[CH3:15])[c:10]1[OH:11]. Starting materials: CC1CN(C(=O)OC(C)(C)C)CC2Cc3ccc(Br)nc3N12, [Li]C(C)(C)C, CN(C)C=O, C1CCOC1, O=C(O)CC(O)(CC(=O)O)C(=O)O. The product is CC1CN(C(=O)OC(C)(C)C)CC2Cc3ccc(C=O)nc3N12. RXN SMILES: [C:1]([CH3:2])([CH3:3])([CH3:4])[O:5][C:6](=[O:7])[N:8]1[CH2:9][CH:10]2[CH2:11][c:12]3[cH:13][cH:14][c:15]([Br:22])[n:16][c:17]3[N:18]2[CH:19]([CH3:21])[CH2:20]1.[C:23]([Li:24])([CH3:25])([CH3:26])[CH3:27].[CH3:28][N:29]([CH:30]=[O:31])[CH3:32].[O:46]1[CH2:47][CH2:48][CH2:49][CH2:50]1.[OH:33][C:34]([CH2:35][C:36]([C:37](=[O:38])[OH:39])([CH2:40][C:41](=[O:42])[OH:43])[OH:44])=[O:45]>>[C:1]([CH3:2])([CH3:3])([CH3:4])[O:5][C:6](=[O:7])[N:8]1[CH2:9][CH:10]2[CH2:11][c:12]3[cH:13][cH:14][c:15]([CH:30]=[O:31])[n:16][c:17]3[N:18]2[CH:19]([CH3:21])[CH2:20]1. The reactants are O=C(OC12CCCCC1O2)c1ccccc1, CCOCC, ClCCl. Yields the product O=C(OC1CCCCC1=O)c1ccccc1. Reaction SMILES: [C:1]([c:2]1[cH:3][cH:4][cH:5][cH:6][cH:7]1)(=[O:8])[O:9][C:10]12[CH:11]([CH2:12][CH2:13][CH2:14][CH2:15]1)[O:16]2.[CH3:20][CH2:21][O:22][CH2:23][CH3:24].[Cl:17][CH2:18][Cl:19]>>[C:1]([c:2]1[cH:3][cH:4][cH:5][cH:6][cH:7]1)(=[O:8])[O:9][CH:10]1[C:11](=[O:16])[CH2:12][CH2:13][CH2:14][CH2:15]1. Reactants: CC1=NC(=NC(=C1C#N)NC=1C=NN(C1)S(=O)(=O)C1=CC=CC=C1)SC (4-methyl-2-(methylthio)-6-{[1-(phenylsulfonyl)-1H-pyrazol-4-yl]amino}-5-pyrimidinecarbonitrile), C(C)(C)(C)OC(N(C)C)N(C)C (tert-butoxy-N,N,N′,N′-tetramethylmethanediamine), ice water. The solvent is CN(C)C=O (DMF). Conditions: temperature 100 celsius, time 16 hour. Yields the product CN(/C=C/C1=NC(=NC(=C1C#N)NC=1C=NN(C1)S(=O)(=O)C1=CC=CC=C1)SC)C (4-[(E)-2-(dimethylamino)ethenyl]-2-(methylthio)-6-{[1-(phenylsulfonyl)-1H-pyrazol-4-yl]amino}-5-pyrimidinecarbonitrile). Isolated yield 88.1%. As a reaction SMILES: [CH3:1][C:2]1[C:7]([C:8]#[N:9])=[C:6]([NH:10][C:11]2[CH:12]=[N:13][N:14]([S:16]([C:19]3[CH:24]=[CH:23][CH:22]=[CH:21][CH:20]=3)(=[O:18])=[O:17])[CH:15]=2)[N:5]=[C:4]([S:25][CH3:26])[N:3]=1.C(O[CH:32](N(C)C)[N:33]([CH3:35])[CH3:34])(C)(C)C>CN(C=O)C>[CH3:32][N:33]([CH3:35])/[CH:34]=[CH:1]/[C:2]1[C:7]([C:8]#[N:9])=[C:6]([NH:10][C:11]2[CH:12]=[N:13][N:14]([S:16]([C:19]3[CH:20]=[CH:21][CH:22]=[CH:23][CH:24]=3)(=[O:18])=[O:17])[CH:15]=2)[N:5]=[C:4]([S:25][CH3:26])[N:3]=1. Procedure details: To a solution of intermediate 29 (4.16 g, 10.8 mmol) in DMF (100 mL) was added tert-butoxy-N,N,N′,N′-tetramethylmethanediamine (BBDM, 5.63 g, 32.3 mmol). The mixture was stirred for 16 h at 100° C. After cooling to room temperature, the mixture was poured into ice-water (800 mL), filtered and the solid was washed with water, petroleum and the mixture solvent (petroleum:ethyl acetate=3:1) successively, dried to obtain 4.2 g of product as a yellow solid.